Task: describe an organic reaction: reactants, conditions, products, and yield. Dataset: the Open Reaction Database (ORD), a public repository of structured organic reaction records Reactants: F[B-](F)(F)F.O=[N+]=O (nitronium tetrafluoroborate), ClC1=CC=C(C=C1)C(CC(=O)OCC)(C)C (ethyl 3-(4-chlorophenyl)-3-methylbutanoate), O (water). Run in ClCCl (dichloromethane), ClCCl (dichloromethane). Reaction conditions: temperature 0 celsius, time 4 hour. Yields the product ClC1=C(C=C(C=C1)C(CC(=O)OCC)(C)C)[N+](=O)[O-] (Ethyl 3-(4-chloro-3-nitrophenyl)-3-methylbutanoate). As a reaction SMILES: [Cl:1][C:2]1[CH:7]=[CH:6][C:5]([C:8]([CH3:16])([CH3:15])[CH2:9][C:10]([O:12][CH2:13][CH3:14])=[O:11])=[CH:4][CH:3]=1.F[B-](F)(F)F.[O:22]=[N+:23]=[O:24].O>ClCCl>[Cl:1][C:2]1[CH:3]=[CH:4][C:5]([C:8]([CH3:15])([CH3:16])[CH2:9][C:10]([O:12][CH2:13][CH3:14])=[O:11])=[CH:6][C:7]=1[N+:23]([O-:24])=[O:22] |f:1.2|. Procedure details: 276 mg (1.45 mmol) of ethyl 3-(4-chlorophenyl)-3-methylbutanoate were dissolved in 10 ml of dichloromethane, and the mixture was cooled to 0° C. A little at a time, 278 mg (1.38 mmol) of nitronium tetrafluoroborate were then added, and the mixture was stirred at a temperature between 0° C. and 10° C. for 4 h. 10 ml of water and 10 ml of dichloromethane were then added, and the phases were separated. The organic phase was dried over magnesium sulphate and concentrated to dryness. The residue was ... Starting materials: CC1=C(NC2=C1C(N(CCC2)CCN2CCOCC2)=O)C=O (3-methyl-5-(2-morpholin-4-yl-ethyl)-4-oxo-1,4,5,6,7,8-hexahydro-pyrrolo[3,2-c]azepine-2-carbaldehyde), BrC=1C=C2C(=NC1)NC(C2)=O (5-bromo-1,3-dihydro-pyrrolo[2,3-b]pyridin-2-one). Yields the product BrC=1C=C/2C(=NC1)NC(\C2=C/C2=C(C=1C(N(CCCC1N2)CCN2CCOCC2)=O)C)=O ((Z)-2-(5-bromo-2-oxo-1,2-dihydro-pyrrolo[2,3-b]pyrid in-3-ylidenemethyl)-3-methyl-5-(2-morpholin-4-yl-ethyl)-5,6,7,8-tetrahydro-1H-pyrrolo[3,2-c]azepin-4-one). Yield: 60.0%. RXN SMILES: [CH3:1][C:2]1[C:6]2[C:7](=[O:20])[N:8]([CH2:12][CH2:13][N:14]3[CH2:19][CH2:18][O:17][CH2:16][CH2:15]3)[CH2:9][CH2:10][CH2:11][C:5]=2[NH:4][C:3]=1[CH:21]=O.[Br:23][C:24]1[CH:25]=[C:26]2[CH2:32][C:31](=[O:33])[NH:30][C:27]2=[N:28][CH:29]=1>>[Br:23][C:24]1[CH:25]=[C:26]2[C:27]([NH:30][C:31](=[O:33])/[C:32]/2=[CH:21]\[C:3]2[NH:4][C:5]3[CH2:11][CH2:10][CH2:9][N:8]([CH2:12][CH2:13][N:14]4[CH2:19][CH2:18][O:17][CH2:16][CH2:15]4)[C:7](=[O:20])[C:6]=3[C:2]=2[CH3:1])=[N:28][CH:29]=1. Procedure details: The title compound was prepared under the same conditions as described in step 4 of Example 10 with 3-methyl-5-(2-morpholin-4-yl-ethyl)-4-oxo-1,4,5,6,7,8-hexahydro-pyrrolo[3,2-c]azepine-2-carbaldehyde 10c obtained from step 3 of Example 10 and 5-bromo-1,3-dihydro-pyrrolo[2,3-b]pyridin-2-one as starting materials to obtain (Z)-2-(5-bromo-2-oxo-1,2-dihydro-pyrrolo[2,3-b]pyrid in-3-ylidenemethyl)-3-methyl-5-(2-morpholin-4-yl-ethyl)-5,6,7,8-tetrahydro-1H-pyrrolo[3,2-c]azepin-4-one 22 (59 mg, yield 6... The reactants are B, CCOc1ccc(-c2nc(-c3cccc4c3CCN4C(=O)NCC(=O)O)no2)cc1OCC, C1CCOC1, O=C(O)C(F)(F)F. The product is CCOc1ccc(-c2nc(-c3cccc4c3CCN4)no2)cc1OCC. As a reaction SMILES: [BH3:46].[CH2:1]([CH3:2])[O:3][c:4]1[cH:5][c:6](-[c:13]2[n:14][c:15](-[c:18]3[c:19]4[c:23]([cH:24][cH:25][cH:26]3)[N:22]([C:27]([NH:28][CH2:29][C:30]([OH:31])=[O:32])=[O:33])[CH2:21][CH2:20]4)[n:16][o:17]2)[cH:7][cH:8][c:9]1[O:10][CH2:11][CH3:12].[CH2:34]1[O:35][CH2:36][CH2:37][CH2:38]1.[F:39][C:40]([F:41])([F:42])[C:43]([OH:44])=[O:45]>>[CH2:1]([CH3:2])[O:3][c:4]1[cH:5][c:6](-[c:13]2[n:14][c:15](-[c:18]3[c:19]4[c:23]([cH:24][cH:25][cH:26]3)[NH:22][CH2:21][CH2:20]4)[n:16][o:17]2)[cH:7][cH:8][c:9]1[O:10][CH2:11][CH3:12]. Starting materials: [N+](=O)([O-])C=1C=C2C=CNC2=CC1 (5-nitro indole), C(C=C)(=O)OC (methyl acrylate), CC(C)([O-])C.[K+] (potassium t-butoxide). The reagents and catalysts are [Br-].C(CCC)[N+](CCCC)(CCCC)CCCC (tetrabutylammonium bromide). Product: [N+](=O)([O-])C=1C=C2C=CN(C2=CC1)CCC(=O)OC (Methyl 5-nitro-1H-indole-1-propanoate). The yield is 65.3%. Reaction SMILES: [N+:1]([C:4]1[CH:5]=[C:6]2[C:10](=[CH:11][CH:12]=1)[NH:9][CH:8]=[CH:7]2)([O-:3])=[O:2].[C:13]([O:17][CH3:18])(=[O:16])[CH:14]=[CH2:15].CC(C)([O-])C.[K+]>[Br-].C([N+](CCCC)(CCCC)CCCC)CCC>[N+:1]([C:4]1[CH:5]=[C:6]2[C:10](=[CH:11][CH:12]=1)[N:9]([CH2:15][CH2:14][C:13]([O:17][CH3:18])=[O:16])[CH:8]=[CH:7]2)([O-:3])=[O:2] |f:2.3,4.5|. Reported procedure: Reaction of 5-nitro indole (3.0 g) with methyl acrylate (2.29 g) in the presence of potassium t-butoxide (0.258 g) and tetrabutylammonium bromide according to the method of Preparation 19 gave the title compound (3.0 g),m.p. 97°-99° C. Found: C,57.86; H,4.84; N,10.78. C12 H12N2O4 requires: C,58.06; H,4.87; N,11.28%. The reactants are c1(ccccc1)CN, [N+](CCCC)(CCCC)(CCCC)CCCC.[BH3-], C1CN(C[C@@H](C1=O)O)S(=O)(=O)C. Reagents/catalysts: c1ccc(cc1)-c2c3ccccc3cc4ccccc24 (9-Phenylanthracene). Reaction conditions: temperature 25 celsius, time 18 hour. Product: CS(=O)(=O)N1CC[C@@H](N)[C@@H](O)C1. As a reaction SMILES: [BH4-].CCCC[N+](CCCC)(CCCC)CCCC.[NH2:1]Cc1ccccc1.[CH3:2][S:3]([N:6]1[CH2:12][C@H:10]([OH:11])[C:9](=O)[CH2:8][CH2:7]1)(=[O:5])=[O:4]>>[CH3:2][S:3]([N:6]1[CH2:12][C@H:10]([OH:11])[C@H:9]([NH2:1])[CH2:8][CH2:7]1)(=[O:5])=[O:4].